From a dataset of the Open Reaction Database (ORD), a public repository of structured organic reaction records. describe an organic reaction: reactants, conditions, products, and yield Starting materials: ClC1=NC=2N([C@@H](C(N(C2C=N1)C=1C=[N+](C=CC1)[O-])=O)C)C1CCCCC1 ((7R)-2-chloro-8-cyclohexyl-7-methyl-5-(1-oxidopyridin-3-yl)-7,8-dihydropteridin-6(5H)-one), FC=1C=C(C=C2C=NNC12)N (7-fluoro-1H-indazol-5-amine), C(C(F)(F)F)O (trifluoroethanol), FC(C(=O)O)(F)F (trifluoroacetic acid), FC=1C=C(C=C2C=NNC12)N (7-fluoro-1H-indazol-5-amine), FC(C(=O)O)(F)F (trifluoroacetic acid). Run at temperature 100 celsius, time 24 hour. Yields the product C1(CCCCC1)N1[C@@H](C(N(C=2C=NC(=NC12)NC=1C=C2C=NNC2=C(C1)F)C=1C=[N+](C=CC1)[O-])=O)C ((7R)-8-cyclohexyl-2-[(7-fluoro-1H-indazol-5-yl)amino]-7-methyl-5-(1-oxidopyridin-3-yl)-7,8-dihydropteridin-6(5H)-one). The yield is 24.0%. As a reaction SMILES: Cl[C:2]1[N:11]=[CH:10][C:9]2[N:8]([C:12]3[CH:13]=[N+:14]([O-:18])[CH:15]=[CH:16][CH:17]=3)[C:7](=[O:19])[C@@H:6]([CH3:20])[N:5]([CH:21]3[CH2:26][CH2:25][CH2:24][CH2:23][CH2:22]3)[C:4]=2[N:3]=1.[F:27][C:28]1[CH:29]=[C:30]([NH2:37])[CH:31]=[C:32]2[C:36]=1[NH:35][N:34]=[CH:33]2.C(O)C(F)(F)F.FC(F)(F)C(O)=O>>[CH:21]1([N:5]2[C:4]3[N:3]=[C:2]([NH:37][C:30]4[CH:31]=[C:32]5[C:36](=[C:28]([F:27])[CH:29]=4)[NH:35][N:34]=[CH:33]5)[N:11]=[CH:10][C:9]=3[N:8]([C:12]3[CH:13]=[N+:14]([O-:18])[CH:15]=[CH:16][CH:17]=3)[C:7](=[O:19])[C@H:6]2[CH3:20])[CH2:26][CH2:25][CH2:24][CH2:23][CH2:22]1. Procedure details: To a solution of (7R)-2-chloro-8-cyclohexyl-7-methyl-5-(1-oxidopyridin-3-yl)-7,8-dihydropteridin-6(5H)-one (30.4 mg, 0.081 mmol) and 7-fluoro-1H-indazol-5-amine (37.2 mg, 0.25 mmol) in trifluoroethanol (2.0 mL, 27 mmol) in a microwave reactor vial was added trifluoroacetic acid (42 mg, 0.37 mmol). The vial was then sealed, and the mixture was stirred at 100° C. (oil bath). More 7-fluoro-1H-indazol-5-amine (29.5 mg, 0.195 mmol) and trifluoroacetic acid (0.025 mL, 0.32 mmol) was added after 15 h, ... The reactants are C1(O)=CC=C(O)C=C1 (Hydroquinone), CCC (propane). Run in C(CC)O (n-propanol). Run at time 2 hour. The product is C1(O)=CC=C(O)C=C1.CCC (Hydroquinone propane). Reaction SMILES: [C:1]1([CH:8]=[CH:7][C:5]([OH:6])=[CH:4][CH:3]=1)[OH:2].[CH3:9][CH2:10][CH3:11]>C(O)CC>[C:1]1([CH:8]=[CH:7][C:5]([OH:6])=[CH:4][CH:3]=1)[OH:2].[CH3:9][CH2:10][CH3:11] |f:3.4|. Procedure: Hydroquinone (30 g) was dissolved in n-propanol (70 ml at 70° C. The hot solution was introduced into the high pressure autoclave. The solution was subjected to compressed propane of 300 bar. The high pressure autoclave was kept for 2 h at 80° C. The solution was then cooled down to room temperature within 5 days. The crystals were filtered off and washed 4 times with cold n-propanol ( 5 ml). The crystals were then dried in the drying cabinet at 70° C.